describe an organic reaction: reactants, conditions, products, and yield From a dataset of the Open Reaction Database (ORD), a public repository of structured organic reaction records. Starting materials: C(=O)[O-].[NH4+] (ammonium formate), CN1C(=CC(=C1)[N+](=O)[O-])C(=O)OCC (ethyl 1-methyl-4-nitro-1H-pyrrole-2-carboxylate), FC(OC1=CC=C(C=C1)N=C=O)(F)F (4-trifluoromethoxyphenyl isocyanate). Reagents/catalysts: [Pd] (palladium). The solvent is C(C)(=O)OCC.C(C)O (ethyl acetate ethanol). Conditions: temperature 80 celsius, time 1 hour. Yields the product CN1C(=CC(=C1)NC(=O)NC1=CC=C(C=C1)OC(F)(F)F)C(=O)OCC (Ethyl 1-methyl-4-[({[4-(trifluoromethoxy)phenyl]amino}carbonyl)amino]-1H-pyrrole-2-carboxylate). Reaction SMILES: [CH3:1][N:2]1[CH:6]=[C:5]([N+:7]([O-])=O)[CH:4]=[C:3]1[C:10]([O:12][CH2:13][CH3:14])=[O:11].C([O-])=O.[NH4+].[F:19][C:20]([F:32])([F:31])[O:21][C:22]1[CH:27]=[CH:26][C:25]([N:28]=[C:29]=[O:30])=[CH:24][CH:23]=1>C(OCC)(=O)C.C(O)C.[Pd]>[CH3:1][N:2]1[CH:6]=[C:5]([NH:7][C:29]([NH:28][C:25]2[CH:26]=[CH:27][C:22]([O:21][C:20]([F:19])([F:31])[F:32])=[CH:23][CH:24]=2)=[O:30])[CH:4]=[C:3]1[C:10]([O:12][CH2:13][CH3:14])=[O:11] |f:1.2,4.5|. Procedure details: 304 mg (1.53 mmol) of ethyl 1-methyl-4-nitro-1H-pyrrole-2-carboxylate are initially charged in 6 ml of ethyl acetate/ethanol (1:1), 163 mg (0.15 mmol) of palladium (10% on activated carbon) and 580 mg (9.20 mmol) of ammonium formate are added, and the mixture is stirred at 80° C. for 1 h. After cooling, the mixture is filtered through kieselguhr, the filtercake is rinsed with ethanol and the filtrate is freed from the solvent under reduced pressure. The residue is dissolved in 6 ml of THF, 374 m... Reactants: [OH-].[Na+] (NaOH), NC1=C(C(=O)N)C=CC=C1 (2-aminobenzamide), C(C1=CC=CC=C1)Cl (benzyl chloride). Run in O (water). Product: C(C1=CC=CC=C1)NC1=C(C(=O)N)C=CC=C1 (o-Benzylaminobenzamide). RXN SMILES: [OH-].[Na+].[NH2:3][C:4]1[CH:12]=[CH:11][CH:10]=[CH:9][C:5]=1[C:6]([NH2:8])=[O:7].[CH2:13](Cl)[C:14]1[CH:19]=[CH:18][CH:17]=[CH:16][CH:15]=1>O>[CH2:13]([NH:3][C:4]1[CH:12]=[CH:11][CH:10]=[CH:9][C:5]=1[C:6]([NH2:8])=[O:7])[C:14]1[CH:19]=[CH:18][CH:17]=[CH:16][CH:15]=1 |f:0.1|. Procedure details: To a hot solution of 20 g NaOH in 1250 ml water was added 68 g 2-aminobenzamide followed by 58 ml benzyl chloride. The mixture was refluxed 20 minutes, cooled and the solid filtered and washed with water. The product was recrystallized from 95% alcohol to give 62 g, m.169-73. Starting materials: [Na] (sodium), FC(C(=CC#N)OC)(C)C (4-fluoro-3-methoxy-4-methylpent-2-enenitrile), Cl.NO (hydroxylamine hydrochloride), [OH-].[Na+] (NaOH), Cl (hydrochloric acid). Run in CO (methanol), CO (methanol), O (water). Conditions: temperature 0 celsius, time 15 minute. Product: FC(C)(C)C1=CC(=NO1)N (5-(2-fluoropropan-2-yl)isoxazol-3-amine). The yield is 12.7%. As a reaction SMILES: [Na].Cl.[NH2:3]O.[F:5][C:6]([CH3:14])([CH3:13])[C:7]([O:11]C)=[CH:8][C:9]#[N:10].Cl.[OH-].[Na+]>CO.O>[F:5][C:6]([C:7]1[O:11][N:10]=[C:9]([NH2:3])[CH:8]=1)([CH3:14])[CH3:13] |f:1.2,5.6,^1:0|. Procedure details: To dry methanol (10 mL) at room temperature, was added portionwise sodium metal (145 mg, 6.30 mmol). After all metal had dissolved, the reaction mixture was cooled to 0° C. and hydroxylamine hydrochloride (438 mg, 6.30 mmol) was added in one portion. The reaction mixture was stirred for 15 mins before adding a solution of 4-fluoro-3-methoxy-4-methylpent-2-enenitrile (500 mg, 3.50 mmol) in dry methanol (3 mL). The mixture was heated at 70° C. for 16 h. Concentrated hydrochloric acid (0.8 mL, 9.6 ... The reactants are BrB(Br)Br, ClCCl, O=C1c2cc(COc3ccccc3)nn2CCN1c1ccc(F)cn1. The product is O=C1c2cc(CBr)nn2CCN1c1ccc(F)cn1. RXN SMILES: [B:26]([Br:27])([Br:28])[Br:29].[Cl:30][CH2:31][Cl:32].[F:1][c:2]1[cH:3][cH:4][c:5]([N:8]2[C:9](=[O:25])[c:10]3[n:11]([n:14][c:15]([CH2:17][O:18][c:19]4[cH:20][cH:21][cH:22][cH:23][cH:24]4)[cH:16]3)[CH2:12][CH2:13]2)[n:6][cH:7]1>>[F:1][c:2]1[cH:3][cH:4][c:5]([N:8]2[C:9](=[O:25])[c:10]3[n:11]([n:14][c:15]([CH2:17][Br:27])[cH:16]3)[CH2:12][CH2:13]2)[n:6][cH:7]1. Starting materials: CSC1=CC=CC=C1 (methyl-phenyl-sulphide), Cl[O-].[Na+] (sodium hypochlorite). Run in O (water), O1CCOCC1 (dioxane). Yields the product CS(=O)C1=CC=CC=C1 (methylsulphinyl-benzene). Reaction SMILES: [CH3:1][S:2][C:3]1[CH:8]=[CH:7][CH:6]=[CH:5][CH:4]=1.Cl[O-:10].[Na+]>O.O1CCOCC1>[CH3:1][S:2]([C:3]1[CH:8]=[CH:7][CH:6]=[CH:5][CH:4]=1)=[O:10] |f:1.2|. Reported procedure: To a solution of methyl-phenyl-sulphide (6.2 g) in water (2 ml) and dioxane (98 ml), stirred at 20° C. (external bath), sodium hypochlorite (88.69 g, titre 4.19%, pH 12.5) is added in 30 minutes. Reactants: FC1=C(C=CC(=C1)F)[C@]1(OC1)[C@H](C)O ((1S)-1-[(2R)-2-(2,4-difluorophenyl)-2-oxiranyl]ethanol), FC(CN1C(NN=C1)=O)(F)F (4-(2,2,2-trifluoroethyl)-3(2H,4H)-1,2,4-triazolone). The product is FC1=C(C=CC(=C1)F)[C@]1([C@@H](C)N2N=CN(C2=O)CC(F)(F)F)CO1 (2-[(1R,2S)-2-(2,4-difluorophenyl)2,3-epoxy-1-methylpropyl]-4-(2,2,2-trifluoroethyl)-3(2H,4H)-1,2,4-triazolone). Yield: 65.7%. Reaction SMILES: [F:1][C:2]1[CH:7]=[C:6]([F:8])[CH:5]=[CH:4][C:3]=1[C@:9]1([C@@H:12](O)[CH3:13])[CH2:11][O:10]1.[F:15][C:16]([F:25])([F:24])[CH2:17][N:18]1[CH:22]=[N:21][NH:20][C:19]1=[O:23]>>[F:1][C:2]1[CH:7]=[C:6]([F:8])[CH:5]=[CH:4][C:3]=1[C@:9]1([O:10][CH2:11]1)[C@H:12]([N:20]1[C:19](=[O:23])[N:18]([CH2:17][C:16]([F:15])([F:25])[F:24])[CH:22]=[N:21]1)[CH3:13]. Reported procedure: In the same manner as in Reference Example 5, starting from 1.36 g of (1S)-1-[(2R)-2-(2,4-difluorophenyl)-2-oxiranyl]ethanol and 0.91 g of 4-(2,2,2-trifluoroethyl)-3(2H,4H)-1,2,4-triazolone, 2-[(1R,2S)-2-(2,4-difluorophenyl)2,3-epoxy-1-methylpropyl]-4-(2,2,2-trifluoroethyl)-3(2H,4H)-1,2,4-triazolone (1.25 g) was obtained as a colorless oil. Starting materials: CS(=O)(=O)OCCC=1OC2=C(C1)C=C(C=C2)C2=CC=C(C=C2)C(=O)N2CCOCC2 (2-{5-[4-(4-morpholinylcarbonyl)phenyl]-1-benzofuran-2-yl}ethyl methanesulfonate), C(C)(C)NCC (isopropyl(ethyl)amine). Product: C(C)N(CCC=1OC2=C(C1)C=C(C=C2)C2=CC=C(C=C2)C(=O)N2CCOCC2)C(C)C (N-ethyl-N-isopropyl-N-(2-{5-[4-(4-morpholinylcarbonyl)phenyl]-1-benzofuran-2-yl}ethyl)amine). As a reaction SMILES: CS(O[CH2:6][CH2:7][C:8]1[O:9][C:10]2[CH:16]=[CH:15][C:14]([C:17]3[CH:22]=[CH:21][C:20]([C:23]([N:25]4[CH2:30][CH2:29][O:28][CH2:27][CH2:26]4)=[O:24])=[CH:19][CH:18]=3)=[CH:13][C:11]=2[CH:12]=1)(=O)=O.[CH:31]([NH:34][CH2:35][CH3:36])([CH3:33])[CH3:32]>>[CH2:35]([N:34]([CH:31]([CH3:33])[CH3:32])[CH2:6][CH2:7][C:8]1[O:9][C:10]2[CH:16]=[CH:15][C:14]([C:17]3[CH:18]=[CH:19][C:20]([C:23]([N:25]4[CH2:30][CH2:29][O:28][CH2:27][CH2:26]4)=[O:24])=[CH:21][CH:22]=3)=[CH:13][C:11]=2[CH:12]=1)[CH3:36]. Procedure details: The product from Example 23D and isopropyl(ethyl)amine were processed as described in Example 1D to provide the titled compound. 1H NMR (300 MHz, CD3OD) δ 7.83 (m, 1H), 7.74 (d, J=8.1, 2H), 7.58 (m, 2H), 7.53 (d, J=8.1 Hz, 2H), 6.80 (s, 1H), 3.3-3.8 (m, 15H), 1.41 (m, 9H); MS (DCI) m/z 421 (M+H)+; The solvent is CCOC(=O)C (EtOAc). Procedure: To a solution of (R)-6-allyl-6-(4-fluorophenyl)-3-((S)-1-(4-(1-methyl-6-oxo-1,6-dihydropyridin-3-yl)phenyl)ethyl)-1,3-oxazinan-2-one (0.064 g, 0.144 mmol, 1.0 equiv) in THF-H2O (1:1, 6 mL) were added NalO4 (0.145 g, 0.678 mmol, 4.7 equiv) and OsO4 (2.5 wt. % solution in t-BuOH, 0.048 g, 0.0047 mmol, 0.033 equiv), and the mixture was stirred at rt for 1 h. The mixture was diluted with EtOAc, dried over Na2SO4, and concentrated under reduced pressure. The residue was dissolved in MeOH (3 mL) and N... RXN SMILES: [CH2:1]([C@@:4]1([C:27]2[CH:32]=[CH:31][C:30]([F:33])=[CH:29][CH:28]=2)[O:9][C:8](=[O:10])[N:7]([C@H:11]([C:13]2[CH:18]=[CH:17][C:16]([C:19]3[CH:24]=[CH:23][C:22](=[O:25])[N:21]([CH3:26])[CH:20]=3)=[CH:15][CH:14]=2)[CH3:12])[CH2:6][CH2:5]1)[CH:2]=C.C1C[O:37]CC1.O>CCOC(C)=O.O=[Os](=O)(=O)=O>[F:33][C:30]1[CH:31]=[CH:32][C:27]([C@:4]2([CH2:1][CH2:2][OH:37])[O:9][C:8](=[O:10])[N:7]([C@H:11]([C:13]3[CH:14]=[CH:15][C:16]([C:19]4[CH:24]=[CH:23][C:22](=[O:25])[N:21]([CH3:26])[CH:20]=4)=[CH:17][CH:18]=3)[CH3:12])[CH2:6][CH2:5]2)=[CH:28][CH:29]=1 |f:1.2|. The product is FC1=CC=C(C=C1)[C@]1(CCN(C(O1)=O)[C@@H](C)C1=CC=C(C=C1)C1=CN(C(C=C1)=O)C)CCO ((S)-6-(4-fluorophenyl)-6-(2-hydroxyethyl)-3-((S)-1-(4-(1-methyl-6-oxo-1,6-dihydropyridin-3-yl)phenyl)ethyl)-1,3-oxazinan-2-one). Conditions: time 0.5 hour. The reagents and catalysts are O=[Os](=O)(=O)=O (OsO4). Reactants: C(C=C)[C@@]1(CCN(C(O1)=O)[C@@H](C)C1=CC=C(C=C1)C1=CN(C(C=C1)=O)C)C1=CC=C(C=C1)F ((R)-6-allyl-6-(4-fluorophenyl)-3-((S)-1-(4-(1-methyl-6-oxo-1,6-dihydropyridin-3-yl)phenyl)ethyl)-1,3-oxazinan-2-one), C1CCOC1.O (THF H2O).